Task: describe an organic reaction: reactants, conditions, products, and yield. Dataset: the Open Reaction Database (ORD), a public repository of structured organic reaction records Reactants: C1CN2CCN1CC2, O=C=Nc1ccccc1, CC1(C)CC(OC(=O)Nc2ccccc2)CC(C)(C)N1CC(O)c1ccccc1, c1ccccc1. Yields the product CC1(C)CC(OC(=O)Nc2ccccc2)CC(C)(C)N1CC(OC(=O)Nc1ccccc1)c1ccccc1. As a reaction SMILES: [N:39]12[CH2:40][CH2:41][N:42]([CH2:43][CH2:44]1)[CH2:45][CH2:46]2.[O:30]=[C:31]=[N:32][c:33]1[cH:34][cH:35][cH:36][cH:37][cH:38]1.[c:1]1([NH:7][C:8](=[O:9])[O:10][CH:11]2[CH2:12][C:13]([CH3:28])([CH3:29])[N:14]([CH2:19][CH:20]([c:21]3[cH:22][cH:23][cH:24][cH:25][cH:26]3)[OH:27])[C:15]([CH3:17])([CH3:18])[CH2:16]2)[cH:2][cH:3][cH:4][cH:5][cH:6]1.[cH:47]1[cH:48][cH:49][cH:50][cH:51][cH:52]1>>[c:1]1([NH:7][C:8](=[O:9])[O:10][CH:11]2[CH2:12][C:13]([CH3:28])([CH3:29])[N:14]([CH2:19][CH:20]([c:21]3[cH:22][cH:23][cH:24][cH:25][cH:26]3)[O:27][C:31](=[O:30])[NH:32][c:33]3[cH:34][cH:35][cH:36][cH:37][cH:38]3)[C:15]([CH3:17])([CH3:18])[CH2:16]2)[cH:2][cH:3][cH:4][cH:5][cH:6]1. Reactants: Cl (hydrogen chloride), ClC1=C(C=CC=C1)C(CC#N)O (3-(2-Chloro-phenyl)-3-hydroxy-propionitrile), B.O1CCCC1 (borane tetrahydrofuran), B (borane). The solvent is CO (methanol). Conditions: temperature 75 celsius. Product: Cl.NCCC(O)C1=C(C=CC=C1)Cl (3-Amino-1-(2-chloro-phenyl)-propan-1-ol hydrochloride salt). The yield is 176.1%. As a reaction SMILES: [Cl:1][C:2]1[CH:7]=[CH:6][CH:5]=[CH:4][C:3]=1[CH:8]([OH:12])[CH2:9][C:10]#[N:11].B.O1CCCC1.B.Cl>CO>[ClH:1].[NH2:11][CH2:10][CH2:9][CH:8]([C:3]1[CH:4]=[CH:5][CH:6]=[CH:7][C:2]=1[Cl:1])[OH:12] |f:1.2,6.7|. Procedure details: 3-(2-Chloro-phenyl)-3-hydroxy-propionitrile (740 mg, 4.07 mmol) was slowly treated with a solution of borane-tetrahydrofuran complex (9 mL, 8.96 mmol, 1M in tetrahydrofuran) at 0° C. After bubbling ceased, the reaction mixture was heated to 75° C. for 2 hours and 1.1 eq of additional borane was added to drive the reaction to completion. The reaction mixture was concentrated. The white solid obtained was treated with methanol (14 mL), followed by hydrogen chloride (2M in diethyl ether, 14 mL). Th... Starting materials: C1(=CC=C(C=C1)C[C@H](C(=O)OC)NC(=O)C1(CCCC1)CC(=O)OCC)C1=CC=CC=C1 ((R)-methyl 3-(biphenyl-4-yl)-2-(1-(2-ethoxy-2-oxoethyl)cyclopentanecarboxamido)propanoate), CCCC[Sn](CCCC)(CCCC)O[Sn](CCCC)(CCCC)CCCC (bis(tributyltin) oxide). Run in C1(=CC=CC=C1)C (toluene). Conditions: temperature 90 celsius, time 15 hour. Product: C1(=CC=C(C=C1)C[C@H](C(=O)O)NC(=O)C1(CCCC1)CC(=O)O)C1=CC=CC=C1 ((R)-3-(biphenyl-4-yl)-2-(1-(carboxymethyl)cyclopentanecarboxamido)propanoic acid). Isolated yield 10.1%. Reaction SMILES: [C:1]1([C:27]2[CH:32]=[CH:31][CH:30]=[CH:29][CH:28]=2)[CH:6]=[CH:5][C:4]([CH2:7][C@@H:8]([NH:13][C:14]([C:16]2([CH2:21][C:22]([O:24]CC)=[O:23])[CH2:20][CH2:19][CH2:18][CH2:17]2)=[O:15])[C:9]([O:11]C)=[O:10])=[CH:3][CH:2]=1.CCCC[Sn](O[Sn](CCCC)(CCCC)CCCC)(CCCC)CCCC>C1(C)C=CC=CC=1>[C:1]1([C:27]2[CH:28]=[CH:29][CH:30]=[CH:31][CH:32]=2)[CH:2]=[CH:3][C:4]([CH2:7][C@@H:8]([NH:13][C:14]([C:16]2([CH2:21][C:22]([OH:24])=[O:23])[CH2:17][CH2:18][CH2:19][CH2:20]2)=[O:15])[C:9]([OH:11])=[O:10])=[CH:5][CH:6]=1. Procedure details: To a solution of (R)-methyl 3-(biphenyl-4-yl)-2-(1-(2-ethoxy-2-oxoethyl)cyclopentanecarboxamido)propanoate (135.5 mg, 0.310 mmol) in toluene (3.1 ml), bis(tributyltin) oxide (1.578 ml, 3.10 mmol) was added at room temperature under nitrogen. The reaction mixture was allowed to stir at 90° C. for 15 hr and then 100° C. for 26 hr. The reaction mixture was cooled to room temperature, 10% KFaq (2 ml) was added. The suspension was vigorously stirred for 1 hr, the solution was filtered, and the organi...